describe an organic reaction: reactants, conditions, products, and yield From a dataset of the Open Reaction Database (ORD), a public repository of structured organic reaction records. The reactants are C1(=CC=CC=C1)C (toluene), NC=1SC2=C(N1)C=CC(=C2)OC (2-amino-6-methoxybenzothiazole), C(CO)O (ethylene glycol), [OH-].[K+] (KOH). Run in C(C)(=O)O (acetic acid). The product is COC=1C=CC(=C(C1)S)N (5-Methoxy-2-aminobenzenethiol). Yield: 86.0%. As a reaction SMILES: NC1[S:3][C:4]2[CH:10]=[C:9]([O:11][CH3:12])[CH:8]=[CH:7][C:5]=2[N:6]=1.C(O)CO.[OH-].[K+].C1(C)C=CC=CC=1>C(O)(=O)C>[CH3:12][O:11][C:9]1[CH:8]=[CH:7][C:5]([NH2:6])=[C:4]([SH:3])[CH:10]=1 |f:2.3|. Procedure details: A mixture of 2-amino-6-methoxybenzothiazole (15 g, 83.2 mmol), ethylene glycol (20.23 g, 0.33 mol) and 50% w/v KOH (100 ml) was heated under reflux for 24 h. On cooling to room temperature, toluene (60 ml) was added and the reaction mixture was cooled in an ice-bath and acidified with acetic acid (final pH 5-6). The reaction mixture was extracted with toluene (5×300 ml) and the combined organic extracts were washed with brine (2×200 ml), dried (MgSO4) and the solvent removed under reduced pressu... Reactants: C(C(=O)Cl)(=O)Cl (oxalyl chloride), FC1=CC=C(N)C=C1 (4-fluroaniline), COC1=C(C=C(C(=O)O)C=C1)[N+](=O)[O-] (4-methoxy-3-nitrobenzoic acid), CN(C=O)C (dimethylformamide). The product is NC=1C=C(C(=O)NC2=CC=C(C=C2)F)C=CC1OC (3-Amino-4-methoxy-N-(4-fluorophenyl)-benzamide). The yield is 67.4%. As a reaction SMILES: C(Cl)(=O)C(Cl)=O.[CH3:7][O:8][C:9]1[CH:17]=[CH:16][C:12]([C:13]([OH:15])=O)=[CH:11][C:10]=1[N+:18]([O-])=O.CN(C)C=O.[F:26][C:27]1[CH:33]=[CH:32][C:30]([NH2:31])=[CH:29][CH:28]=1>>[NH2:18][C:10]1[CH:11]=[C:12]([CH:16]=[CH:17][C:9]=1[O:8][CH3:7])[C:13]([NH:31][C:30]1[CH:32]=[CH:33][C:27]([F:26])=[CH:28][CH:29]=1)=[O:15]. Procedure details: Prepared according to the procedure described for Example 7 using oxalyl chloride (3.0 mL, 34.39 mmol), 4-methoxy-3-nitrobenzoic acid (5.00 g, 25.36 mmol), dimethylformamide (0.5 mL, 6.5 mmol), and 4-fluroaniline (5.0 mL, 52.78 mmol) to afford the product (4.45 g); m.p. 164-167° C. The reactants are C([O-])([O-])=O.[K+].[K+] (potassium carbonate), CC1=CC=2N(C=C1)C=C(N2)CS (7-methylimidazo[1,2-a]pyridin-2-ylmethanethiol), BrCC=1C=CC2=C(N=C(O2)N(C=O)CC)C1 (5-bromomethyl-2-(N-ethylformamido)benzoxazole), CC(=O)C (acetone). The solvent is O (water). Conditions: time 2 hour. The product is O1C=NC2=C1C=CC=C2 (benzoxazole). Isolated yield 125.4%. As a reaction SMILES: CC1C=CN2C=C(CS)N=C2C=1.BrC[C:15]1[CH:16]=[CH:17][C:18]2[O:22][C:21](N(CC)C=O)=[N:20][C:19]=2[CH:28]=1.CC(C)=O.C(=O)([O-])[O-].[K+].[K+]>O>[O:22]1[C:18]2[CH:17]=[CH:16][CH:15]=[CH:28][C:19]=2[N:20]=[CH:21]1 |f:3.4.5|. Procedure details: A mixture of 7-methylimidazo[1,2-a]pyridin-2-ylmethanethiol (1.5 g) and 5-bromomethyl-2-(N-ethylformamido)benzoxazole (2.9 g) in a solution of acetone (40 ml) and water (30 ml) was adjusted to pH 9-10 with saturated aqueous potassium carbonate solution under ice-cooling. The mixture was stirred for 2 hours at the same temperature and the isolated precipitate was collected by filtration to give 2-(N-ethylformamido)-5-(7-methylimidazo[1,2-a]pyridin-2-yl)methylthiomethyl]benzoxazole (1.53 g). Reactants: C=CCOC1CC(C=C(C)C2OC(=O)C3CCCCN3C(=O)C(=O)C3(O)OC(C(OC)CC(C)CC(C)=CC(CC)C(=O)CCC2C)C(OC)CC3C)CCC1O[Si](C)(C)C(C)(C)C, CC#N, CCOC(C)=O, F. Product: C=CCOC1CC(C=C(C)C2OC(=O)C3CCCCN3C(=O)C(=O)C3(O)OC(C(OC)CC(C)CC(C)=CC(CC)C(=O)CCC2C)C(OC)CC3C)CCC1O. RXN SMILES: [CH2:1]([CH3:2])[CH:3]1[C:4](=[O:64])[CH2:5][CH2:6][CH:7]([CH3:63])[CH:8]([C:42](=[CH:43][CH:44]2[CH2:45][CH:46]([O:58][CH2:59][CH:60]=[CH2:61])[CH:47]([O:50][Si:51]([C:52]([CH3:53])([CH3:54])[CH3:55])([CH3:56])[CH3:57])[CH2:48][CH2:49]2)[CH3:62])[O:9][C:10](=[O:41])[CH:11]2[CH2:12][CH2:13][CH2:14][CH2:15][N:16]2[C:17](=[O:40])[C:18](=[O:39])[C:19]2([OH:38])[CH:20]([CH3:37])[CH2:21][CH:22]([O:35][CH3:36])[CH:23]([CH:24]([O:32][CH3:33])[CH2:25][CH:26]([CH3:31])[CH2:27][C:28]([CH3:30])=[CH:29]1)[O:34]2.[CH3:66][C:67]#[N:68].[CH3:69][CH2:70][O:71][C:72](=[O:73])[CH3:74].[FH:65]>>[CH2:1]([CH3:2])[CH:3]1[C:4](=[O:64])[CH2:5][CH2:6][CH:7]([CH3:63])[CH:8]([C:42](=[CH:43][CH:44]2[CH2:45][CH:46]([O:58][CH2:59][CH:60]=[CH2:61])[CH:47]([OH:50])[CH2:48][CH2:49]2)[CH3:62])[O:9][C:10](=[O:41])[CH:11]2[CH2:12][CH2:13][CH2:14][CH2:15][N:16]2[C:17](=[O:40])[C:18](=[O:39])[C:19]2([OH:38])[CH:20]([CH3:37])[CH2:21][CH:22]([O:35][CH3:36])[CH:23]([CH:24]([O:32][CH3:33])[CH2:25][CH:26]([CH3:31])[CH2:27][C:28]([CH3:30])=[CH:29]1)[O:34]2.